This data is from the Open Reaction Database (ORD), a public repository of structured organic reaction records. The task is: describe an organic reaction: reactants, conditions, products, and yield Reactants: [H-].[Na+] (Sodium hydride), C(C)C1=CC=C(C=C1)C1=CC=C(C(=N1)NCCCOC=1C=C2CC[C@H](C2=CC1)CC(=O)OCC)C(F)(F)F (ethyl [(1 S)-5-(3-{[6-(4-ethylphenyl)-3-(trifluoromethyl)-2-pyridinyl]amino}propoxy)-2,3-dihydro-1H-inden-1-yl]acetate), CN(C)C=O (DMF). Reaction conditions: time 30 minute. Yields the product C(C)C1=CC=C(C=C1)C1=CC=C(C(=N1)N(CCCOC=1C=C2CC[C@H](C2=CC1)CC(=O)OCC)C)C(F)(F)F (ethyl ((1S)-5-{3-[[6-(4-ethylphenyl)-3-(trifluoromethyl)-2-pyridinyl](methyl)amino]propoxy}-2,3-dihydro-1H-inden-1-yl)acetate). The yield is 8.0%. Reaction SMILES: [H-].[Na+].[CH2:3]([C:5]1[CH:10]=[CH:9][C:8]([C:11]2[N:16]=[C:15]([NH:17][CH2:18][CH2:19][CH2:20][O:21][C:22]3[CH:23]=[C:24]4[C:28](=[CH:29][CH:30]=3)[C@H:27]([CH2:31][C:32]([O:34][CH2:35][CH3:36])=[O:33])[CH2:26][CH2:25]4)[C:14]([C:37]([F:40])([F:39])[F:38])=[CH:13][CH:12]=2)=[CH:7][CH:6]=1)[CH3:4].[CH3:41]N(C=O)C>>[CH2:3]([C:5]1[CH:6]=[CH:7][C:8]([C:11]2[N:16]=[C:15]([N:17]([CH3:41])[CH2:18][CH2:19][CH2:20][O:21][C:22]3[CH:23]=[C:24]4[C:28](=[CH:29][CH:30]=3)[C@H:27]([CH2:31][C:32]([O:34][CH2:35][CH3:36])=[O:33])[CH2:26][CH2:25]4)[C:14]([C:37]([F:40])([F:38])[F:39])=[CH:13][CH:12]=2)=[CH:9][CH:10]=1)[CH3:4] |f:0.1|. Reported procedure: Sodium hydride (0.02 g, 0.86 mmol) was added to a solution of ethyl [(1 S)-5-(3-{[6-(4-ethylphenyl)-3-(trifluoromethyl)-2-pyridinyl]amino}propoxy)-2,3-dihydro-1H-inden-1-yl]acetate (Example 318) (0.21 g, 0.39 mmol) in DMF (2 mL). After stirring at rt for 30 min, Mel (0.05 mL, 6.32 mmol) was added. The mixture was stirred at rt for 18 h, quenched with water (5 mL), and extracted with ether (3×). The combined ether extracts were washed with water and brine, dried (MgSO4), filtered, and concentrate... Reactants: C(#N)C1=CC=C(CC2=CN=CN2CC=2C=CC(=NC2)Br)C=C1 (5-(4-Cyanobenzyl)-1-(2-bromopyrid-5-ylmethyl)imidazole), N#N (N2), C1=C(C=CC=C1O)C (m-cresol), [H-].[Na+] (sodium hydride). The solvent is CN(C)C=O (DMF). Reaction conditions: temperature 110 celsius. Yields the product C(#N)C1=CC=C(CC2=CN=CN2CC=2C=CC(=NC2)OC2=C(C=CC=C2)C2=CC(=CC=C2)C)C=C1 (5-(4'-Cyanobenzyl)-1-[2-(3"-methylphenylphenoxy)-pyrid-5-ylmethyl)imidazole). RXN SMILES: [C:1]([C:3]1[CH:22]=[CH:21][C:6]([CH2:7][C:8]2[N:12]([CH2:13][C:14]3[CH:15]=[CH:16][C:17](Br)=[N:18][CH:19]=3)[CH:11]=[N:10][CH:9]=2)=[CH:5][CH:4]=1)#[N:2].[CH:23]1[C:28]([OH:29])=[CH:27][CH:26]=[CH:25][C:24]=1C.[H-].[Na+].N#N>CN(C=O)C>[C:1]([C:3]1[CH:22]=[CH:21][C:6]([CH2:7][C:8]2[N:12]([CH2:13][C:14]3[CH:15]=[CH:16][C:17]([O:29][C:28]4[CH:23]=[CH:24][CH:25]=[CH:26][C:27]=4[C:5]4[CH:6]=[CH:21][CH:22]=[C:3]([CH3:1])[CH:4]=4)=[N:18][CH:19]=3)[CH:11]=[N:10][CH:9]=2)=[CH:5][CH:4]=1)#[N:2] |f:2.3|. Reported procedure: The compound from Example 1 Step 3 (0.11 g 0.20 mmol), m-cresol (0.064 g, 0.59 mmol) and sodium hydride (60% dispersion in oil, 4.0 equiv, 0.032 g) were suspended in DMF (0.5 mL) in an N2 purged sealed tube and heated at 110° C. for 24 hr. The residue was dissolved in methanol and purified on a C18 preperative hplc column. Lyophilized from dioxane/HCl to provide the title compound. FAB-MS: calc: 380.4 found: 381.0. 2 1H-NMR (CD3OD): 2.4 ppm (s, 3H); 4.2 ppm (s, 2H); 5.4 ppm (s, 2H); 6.8-7.6 ppm ... The reactants are FC=1C=CC(=C(C=O)C1)OC1CCSCC1 (5-fluoro-2-(tetrahydro-thiopyran-4-yloxy)-benzaldehyde), [Li+].C[Si](C)(C)[N-][Si](C)(C)C (LHMDS), C(C)(=O)Cl (acetyl chloride), C[SiH](C)C (trimethyl silane). Run in C(C)N(CC)CC (triethylamine). The product is FC=1C=CC(=C(C1)C=NC(=C)O[Si](C)(C)C)OC1CCSCC1 (1-[5-fluoro-2-(tetrahydro-thiopyran-4-yloxy)-phenyl]-3-trimethylsilyoxy-2-aza-1,3-butadiene). As a reaction SMILES: [F:1][C:2]1[CH:3]=[CH:4][C:5]([O:10][CH:11]2[CH2:16][CH2:15][S:14][CH2:13][CH2:12]2)=[C:6]([CH:9]=1)[CH:7]=O.[Li+].C[Si]([N-:22][Si](C)(C)C)(C)C.[C:27](Cl)(=[O:29])[CH3:28].[CH3:31][SiH:32]([CH3:34])[CH3:33]>C(N(CC)CC)C>[F:1][C:2]1[CH:3]=[CH:4][C:5]([O:10][CH:11]2[CH2:16][CH2:15][S:14][CH2:13][CH2:12]2)=[C:6]([CH:7]=[N:22][C:27]([O:29][Si:32]([CH3:34])([CH3:33])[CH3:31])=[CH2:28])[CH:9]=1 |f:1.2|. Procedure: In a manner similar to the method described in Example 112b, 5-fluoro-2-(tetrahydro-thiopyran-4-yloxy)-benzaldehyde was treated with LHMDS, acetyl chloride, triethylamine and trimethyl silane to give the desired compound, which was directly used for the next step. Starting materials: C1(CC1)CCl (cyclopropylmethyl chloride), N1CCC(CC1)C1=NOC2=C1C=CC=C2 (3-(4-piperidyl)-1,2-benzisoxazole), C([O-])(O)=O.[Na+] (sodium bicarbonate), [I-].[K+] (potassium iodide). Reported procedure: To a suspension of 5.0 g of 3-(4-piperidyl)-1,2-benzisoxazole, 5.5 g of sodium bicarbonate and 3.0 g of potassium iodide in 75 ml of dimethylformamide was added, dropwise, 2.4 g of cyclopropylmethyl chloride in 25 ml of dimethylformamide, with stirring. The reaction was stirred at 80° for 20 hrs, cooled to room temperature and filtered. The filtrate was poured into 1 l of water and extracted with ether (three times). The ether extracts were washed with saturated sodium bicarbonate solution, satu... The product is Cl.C1(CC1)CN1CCC(CC1)C1=NOC2=C1C=CC=C2 (3-(1-Cyclopropylmethyl-4-piperidyl)-1,2-benzisoxazole hydrochloride). Reaction conditions: time 20 hour. Run in CCOCC (ether), [Cl-].[Na+] (sodium chloride), CN(C=O)C (dimethylformamide), CN(C=O)C (dimethylformamide). Isolated yield 48.4%. RXN SMILES: [NH:1]1[CH2:6][CH2:5][CH:4]([C:7]2[C:11]3[CH:12]=[CH:13][CH:14]=[CH:15][C:10]=3[O:9][N:8]=2)[CH2:3][CH2:2]1.C(=O)(O)[O-].[Na+].[I-].[K+].[CH:23]1([CH2:26][Cl:27])[CH2:25][CH2:24]1>CN(C)C=O.CCOCC.[Cl-].[Na+]>[ClH:27].[CH:23]1([CH2:26][N:1]2[CH2:2][CH2:3][CH:4]([C:7]3[C:11]4[CH:12]=[CH:13][CH:14]=[CH:15][C:10]=4[O:9][N:8]=3)[CH2:5][CH2:6]2)[CH2:25][CH2:24]1 |f:1.2,3.4,8.9,10.11|. Reactants: CCO, CCOc1cc2ncc(C#N)c(Cl)c2cc1OC, Cc1ccc(N)cc1O. Yields the product CCOc1cc2ncc(C#N)c(Nc3ccc(C)c(O)c3)c2cc1OC. Reaction SMILES: [CH3:28][CH2:29][OH:30].[Cl:1][c:2]1[c:3]([C:17]#[N:18])[cH:4][n:5][c:6]2[cH:7][c:8]([O:14][CH2:15][CH3:16])[c:9]([O:12][CH3:13])[cH:10][c:11]12.[OH:19][c:20]1[cH:21][c:22]([NH2:23])[cH:24][cH:25][c:26]1[CH3:27]>>[c:2]1([NH:23][c:22]2[cH:21][c:20]([OH:19])[c:26]([CH3:27])[cH:25][cH:24]2)[c:3]([C:17]#[N:18])[cH:4][n:5][c:6]2[cH:7][c:8]([O:14][CH2:15][CH3:16])[c:9]([O:12][CH3:13])[cH:10][c:11]12. The reactants are C1(CC1)NC(C1=CC(=C(C=C1)C)N1C=NC2=CC=C(C=C2C1=O)O)=O (N-Cyclopropyl-3-(6-hydroxy-4-oxoquinazolin-3 (4H)-yl)-4-methylbenzamide), Cl.CN(CCCl)C (2-dimethylaminoethyl chloride hydrochloride), C([O-])([O-])=O.[K+].[K+] (potassium carbonate), [I-].[Na+] (sodium iodide). Solvent: CC(=O)C (acetone). Product: C1(CC1)NC(C1=CC(=C(C=C1)C)N1C=NC2=CC=C(C=C2C1=O)OCCN(C)C)=O (N-Cyclopropyl-3-[6-[2-(dimethylamino)ethoxy]-4-oxoquinazolin-3(4H)-yl]-4-methylbenzamide). Isolated yield 87.5%. RXN SMILES: [CH:1]1([NH:4][C:5](=[O:25])[C:6]2[CH:11]=[CH:10][C:9]([CH3:12])=[C:8]([N:13]3[C:22](=[O:23])[C:21]4[C:16](=[CH:17][CH:18]=[C:19]([OH:24])[CH:20]=4)[N:15]=[CH:14]3)[CH:7]=2)[CH2:3][CH2:2]1.Cl.[CH3:27][N:28]([CH3:32])[CH2:29][CH2:30]Cl.C(=O)([O-])[O-].[K+].[K+].[I-].[Na+]>CC(C)=O>[CH:1]1([NH:4][C:5](=[O:25])[C:6]2[CH:11]=[CH:10][C:9]([CH3:12])=[C:8]([N:13]3[C:22](=[O:23])[C:21]4[C:16](=[CH:17][CH:18]=[C:19]([O:24][CH2:30][CH2:29][N:28]([CH3:32])[CH3:27])[CH:20]=4)[N:15]=[CH:14]3)[CH:7]=2)[CH2:3][CH2:2]1 |f:1.2,3.4.5,6.7|. Procedure details: N-Cyclopropyl-3-(6-hydroxy-4-oxoquinazolin-3 (4H)-yl)-4-methylbenzamide (0.15 g), 2-dimethylaminoethyl chloride hydrochloride (0.084 g), potassium carbonate (0.62 g), and sodium iodide (0.007 g) were stirred in acetone (9 ml) at 60° C. for 18 hours. The reaction mixture was filtered, the solids washed with acetone, and the filtrate was concentrated. The residue was dissolved in ethyl acetate and washed with 2N NaOH solution, brine, dried (magnesium sulfate) and concentrated. Purification by colu... RXN SMILES: [O:1]=[C:2]1[N:6]=[C:5]([P:7](=[O:14])([O:11][CH2:12][CH3:13])[O:8][CH2:9][CH3:10])[C:4](=[O:15])[NH:3]1.[H-].[Na+].[CH3:18][O:19][CH2:20]Cl>CN(C=O)C.CCOCC.C(OCC)(=O)C>[CH3:18][O:19][CH2:20][N:3]1[C:4](=[O:15])[C:5]([P:7](=[O:14])([O:11][CH2:12][CH3:13])[O:8][CH2:9][CH3:10])=[N:6][C:2]1=[O:1] |f:1.2|. Procedure: To a solution of diethyl 2,5-dioxo-4-imidazolylphosphonate (3.61 g, 0.015 moles) in DMF (10 mL), under N2, is added sodium hydride (80% dispersion in oil) (0.55 g, 0.018 moles) and stirred for 5 minutes. Chloromethyl methyl ether (tech. grade 85%) (1.9 mL, 0.021 moles) is added. This mixture is stirred at room temperature for 4 hours, diluted with ether and ethyl acetate (300 mL) and then washed with water and brine before drying over MgSO4. The aqueous layer is back extracted with methylene chl... Starting materials: O=C1NC(C(=N1)P(OCC)(OCC)=O)=O (diethyl 2,5-dioxo-4-imidazolylphosphonate), [H-].[Na+] (sodium hydride), COCCl (Chloromethyl methyl ether). Yields the product COCN1C(N=C(C1=O)P(OCC)(OCC)=O)=O (Diethyl 1-(methoxymethyl)-2,5-dioxo-4-imidazolylphosphonate). The solvent is CCOCC (ether), C(C)(=O)OCC (ethyl acetate), CN(C)C=O (DMF). Conditions: time 5 minute.